Dataset: the Open Reaction Database (ORD), a public repository of structured organic reaction records. Task: describe an organic reaction: reactants, conditions, products, and yield Product: NC1=CC(=C(C(=O)NC2=CC=C3C=NNC3=C2)C=C1[N+](=O)[O-])N(C)C (4-amino-2-dimethylamino-N-(1H-indazol-6-yl)-5-nitrobenzamide). RXN SMILES: [NH2:1][C:2]1[C:19]([N+:20]([O-:22])=[O:21])=[CH:18][C:5]([C:6]([NH:8][C:9]2[CH:17]=[C:16]3[C:12]([CH:13]=[N:14][NH:15]3)=[CH:11][CH:10]=2)=[O:7])=[C:4](Cl)[CH:3]=1.C([O-])([O-])=O.[K+].[K+].[CH3:30][N:31](C=O)[CH3:32]>>[NH2:1][C:2]1[C:19]([N+:20]([O-:22])=[O:21])=[CH:18][C:5]([C:6]([NH:8][C:9]2[CH:17]=[C:16]3[C:12]([CH:13]=[N:14][NH:15]3)=[CH:11][CH:10]=2)=[O:7])=[C:4]([N:31]([CH3:32])[CH3:30])[CH:3]=1 |f:1.2.3|. Reported procedure: A solution 4-amino-2-chloro-N-(1H-indazol-6-yl)-5-nitrobenzamide (1 mmol; see Example 157) in DMF (1 mL) was added with of 10% aqueous K2CO3 solution (0.25 mL). The mixture was then subjected to microwave at 80° C. for 60 min. The contents were cooled to RT and poured into ice-cold water (20 L). The solid formed was collected by filtration, washed with water, and dried in vacuo to provide 4-amino-2-dimethylamino-N-(1H-indazol-6-yl)-5-nitrobenzamide. Conditions: time 60 minute. The reactants are NC1=CC(=C(C(=O)NC2=CC=C3C=NNC3=C2)C=C1[N+](=O)[O-])Cl (4-amino-2-chloro-N-(1H-indazol-6-yl)-5-nitrobenzamide), C(=O)([O-])[O-].[K+].[K+] (K2CO3), CN(C)C=O (DMF), ice. Reactants: CCCCCc1ccc(C(=O)O)cc1, Cc1ccccc1, C(=NC1CCCCC1)=NC1CCCCC1, N#Cc1ccc(O)c(F)c1F, O=C(O)C(=O)O. Product: CCCCCc1ccc(C(=O)Oc2ccc(C#N)c(F)c2F)cc1. RXN SMILES: [CH2:16]([CH2:17][CH2:18][CH2:19][CH3:20])[c:21]1[cH:22][cH:23][c:24]([C:25](=[O:26])[OH:27])[cH:28][cH:29]1.[CH3:47][c:48]1[cH:49][cH:50][cH:51][cH:52][cH:53]1.[CH:1]1([N:2]=[C:3]=[N:4][CH:5]2[CH2:6][CH2:7][CH2:8][CH2:9][CH2:10]2)[CH2:11][CH2:12][CH2:13][CH2:14][CH2:15]1.[F:30][c:31]1[c:32]([OH:40])[cH:33][cH:34][c:35]([C:38]#[N:39])[c:36]1[F:37].[OH:41][C:42]([C:43](=[O:44])[OH:45])=[O:46]>>[CH2:16]([CH2:17][CH2:18][CH2:19][CH3:20])[c:21]1[cH:22][cH:23][c:24]([C:25](=[O:26])[O:27][c:32]2[c:31]([F:30])[c:36]([F:37])[c:35]([C:38]#[N:39])[cH:34][cH:33]2)[cH:28][cH:29]1. Yields the product C(#N)C1=C(C(=CC=C1)F)NC(CC(C)=O)=O (N-(2-cyano-6-fluorophenyl)-3-oxobutanamide). Reactants: NC1=C(C#N)C=CC=C1F (2-amino-3-fluorobenzonitrile), C(C)(=O)[O-].[Na+] (sodium acetate), C1(=CC=CC=C1)C (toluene), C1(=CC=CC=C1)C (toluene), C=C1CC(=O)O1 (diketene), C=C1CC(=O)O1 (diketene). Conditions: time 7 hour. Procedure details: To a mixture of 2-amino-3-fluorobenzonitrile (41.9 g), sodium acetate (30.3 g) and toluene (200 mL) was added diketene (28.2 mL) over 10 min at 0° C. The reaction mixture was stirred at room temperature for 7 hr. To the reaction mixture were added toluene (150 mL) and diketene (4.7 mL) at room temperature, and the mixture was stirred at room temperature for 16 hr. The reaction mixture was poured into water, and the mixture was extracted with ethyl acetate. The extract was washed successively wit... Reaction SMILES: [NH2:1][C:2]1[C:9]([F:10])=[CH:8][CH:7]=[CH:6][C:3]=1[C:4]#[N:5].C([O-])(=O)C.[Na+].C1(C)C=CC=CC=1.[CH2:23]=[C:24]1[O:28][C:26](=[O:27])[CH2:25]1>O>[C:4]([C:3]1[CH:6]=[CH:7][CH:8]=[C:9]([F:10])[C:2]=1[NH:1][C:26](=[O:27])[CH2:25][C:24](=[O:28])[CH3:23])#[N:5] |f:1.2|. Run in O (water). The reactants are Cc1ccc2cc(-c3cncc(N4C(=O)c5ccccc5C4=O)c3)n(C)c2c1, CCO, NN. The product is Cc1ccc2cc(-c3cncc(N)c3)n(C)c2c1. RXN SMILES: [CH3:1][n:2]1[c:3](-[c:12]2[cH:13][c:14]([N:18]3[C:19](=[O:20])[c:21]4[c:22]([cH:23][cH:24][cH:25][cH:26]4)[C:27]3=[O:28])[cH:15][n:16][cH:17]2)[cH:4][c:5]2[cH:6][cH:7][c:8]([CH3:11])[cH:9][c:10]12.[CH3:31][CH2:32][OH:33].[NH2:29][NH2:30]>>[CH3:1][n:2]1[c:3](-[c:12]2[cH:13][c:14]([NH2:18])[cH:15][n:16][cH:17]2)[cH:4][c:5]2[cH:6][cH:7][c:8]([CH3:11])[cH:9][c:10]12. The reactants are CN(C1=CC2=C(NC(CC(=N2)C2=CC(=CC=C2)C2=CC(=NO2)CO)=O)C=C1C(F)(F)F)C (7-dimethylamino-4-[3-(3-hydroxymethyl-isoxazol-5-yl)-phenyl]-8-trifluoromethyl-1,3-dihydro-benzo[b][1,4]diazepin-2-one), O=S(Cl)Cl (SOCl2), N(C)C (Me2NH). Yields the product CN(C1=CC2=C(NC(CC(=N2)C2=CC(=CC=C2)C2=CC(=NO2)CN(C)C)=O)C=C1C(F)(F)F)C (7-Dimethylamino-4-[3-(3-dimethylaminomethyl-isoxazol-5-yl)-phenyl]-8-trifluoromethyl-1,3-dihydro-benzo[b][1,4]diazepin-2-one), solid. RXN SMILES: [CH3:1][N:2]([CH3:32])[C:3]1[C:27]([C:28]([F:31])([F:30])[F:29])=[CH:26][C:6]2[NH:7][C:8](=[O:25])[CH2:9][C:10]([C:12]3[CH:17]=[CH:16][CH:15]=[C:14]([C:18]4[O:22][N:21]=[C:20]([CH2:23]O)[CH:19]=4)[CH:13]=3)=[N:11][C:5]=2[CH:4]=1.O=S(Cl)Cl.[NH:37]([CH3:39])[CH3:38]>>[CH3:1][N:2]([CH3:32])[C:3]1[C:27]([C:28]([F:31])([F:29])[F:30])=[CH:26][C:6]2[NH:7][C:8](=[O:25])[CH2:9][C:10]([C:12]3[CH:17]=[CH:16][CH:15]=[C:14]([C:18]4[O:22][N:21]=[C:20]([CH2:23][N:37]([CH3:39])[CH3:38])[CH:19]=4)[CH:13]=3)=[N:11][C:5]=2[CH:4]=1. Reported procedure: The title compound was prepared from 7-dimethylamino-4-[3-(3-hydroxymethyl-isoxazol-5-yl)-phenyl]-8-trifluoromethyl-1,3-dihydro-benzo[b][1,4]diazepin-2-one (Example 46) (53 mg, 0.12 mmol) by treatment with SOCl2 (3 eq.) and 40% aqueous Me2NH-sol. (10 eq.) as described in Example 45. Obtained as a light yellow solid (21 mg). The reactants are C1(CCCCC1)N1CC(CC1)N (N-cyclohexyl-3-aminopyrrolidine), C(C)(=O)OC1C2=CC=CC=C2OC=2C=CC=CC12 (9-acetoxyxanthene). The solvent is C1(=CC=CC=C1)C (toluene). Product: C1(CCCCC1)N1CC(CC1)NC1C2=CC=CC=C2OC=2C=CC=CC12 (N-(N-cyclohexyl-3-pyrrolidinyl)-9-xanthenylamine). As a reaction SMILES: [CH:1]1([N:7]2[CH2:11][CH2:10][CH:9]([NH2:12])[CH2:8]2)[CH2:6][CH2:5][CH2:4][CH2:3][CH2:2]1.C(O[CH:17]1[C:30]2[CH:29]=[CH:28][CH:27]=[CH:26][C:25]=2[O:24][C:23]2[C:18]1=[CH:19][CH:20]=[CH:21][CH:22]=2)(=O)C>C1(C)C=CC=CC=1>[CH:1]1([N:7]2[CH2:11][CH2:10][CH:9]([NH:12][CH:17]3[C:18]4[CH:19]=[CH:20][CH:21]=[CH:22][C:23]=4[O:24][C:25]4[C:30]3=[CH:29][CH:28]=[CH:27][CH:26]=4)[CH2:8]2)[CH2:6][CH2:5][CH2:4][CH2:3][CH2:2]1. Reported procedure: Refluxing N-cyclohexyl-3-aminopyrrolidine with 9-acetoxyxanthene in dry toluene for 24 hours, then working up as in Example 1 gives N-(N-cyclohexyl-3-pyrrolidinyl)-9-xanthenylamine.